From a dataset of the Open Reaction Database (ORD), a public repository of structured organic reaction records. describe an organic reaction: reactants, conditions, products, and yield Starting materials: COCC(=O)N[C@@H](CCC1=CC=CC=C1)C ((R)-N-methoxyacetyl-1-methyl-3-phenyl-propylamine), Cl (hydrochloric acid). The product is C[C@H](CCC1=CC=CC=C1)N ((R)-1-methyl-3-phenyl-propylamine). Isolated yield 100.2%. RXN SMILES: COCC([NH:6][C@H:7]([CH3:16])[CH2:8][CH2:9][C:10]1[CH:15]=[CH:14][CH:13]=[CH:12][CH:11]=1)=O.Cl>>[CH3:16][C@@H:7]([NH2:6])[CH2:8][CH2:9][C:10]1[CH:15]=[CH:14][CH:13]=[CH:12][CH:11]=1. Procedure details: This gives 7.4 g (96.25 % ee, 84% of theory) of (R)-N-methoxyacetyl-1-methyl-3-phenyl-propylamine, which is then heated under reflux with 50 ml of 18% strength aqueous hydrochloric acid for 4 hours. Work-up gives 5.0 g (96% ee, 98% of theory) of (R)-1-methyl-3-phenyl-propylamine. Procedure details: To a suspension of 1.82 g of lithium aluminum hydride in 100 ml of anhydrous tetrahydrofuran is added a solution of 5.51 g of cis-1-ethoxycarbonyl-4-(2-fluorophenoxy)-3-phenylpiperidine in 100 ml of tetrahydrofuran. The mixture is refluxed for 2 hours under nitrogen, cooled to 0° C. and diluted with ether (100 ml). Saturated sodium sulfate solution is cautiously added drowise at 0°-10° C. until a flocculent white precipitate is obtained. The solid is filtered, washed with ether and the filtrate ... The solvent is O1CCCC1 (tetrahydrofuran), CCOCC (ether), C(C)O (ethanol), CCOCC (ether), CCOCC (ether), O1CCCC1 (tetrahydrofuran). Starting materials: C(C)OC(=O)N1C[C@H]([C@H](CC1)OC1=C(C=CC=C1)F)C1=CC=CC=C1 (cis-1-ethoxycarbonyl-4-(2-fluorophenoxy)-3-phenylpiperidine), C(\C=C\C(=O)O)(=O)O (fumaric acid), [H-].[Al+3].[Li+].[H-].[H-].[H-] (lithium aluminum hydride), S(=O)(=O)([O-])[O-].[Na+].[Na+] (sodium sulfate). RXN SMILES: [H-].[Al+3].[Li+].[H-].[H-].[H-].C(O[C:10]([N:12]1[CH2:17][CH2:16][C@H:15]([O:18][C:19]2[CH:24]=[CH:23][CH:22]=[CH:21][C:20]=2[F:25])[C@H:14]([C:26]2[CH:31]=[CH:30][CH:29]=[CH:28][CH:27]=2)[CH2:13]1)=O)C.S([O-])([O-])(=O)=O.[Na+].[Na+].[C:39]([OH:46])(=[O:45])/[CH:40]=[CH:41]/[C:42]([OH:44])=[O:43]>O1CCCC1.CCOCC.C(O)C>[C:39]([OH:46])(=[O:45])/[CH:40]=[CH:41]/[C:42]([OH:44])=[O:43].[F:25][C:20]1[CH:21]=[CH:22][CH:23]=[CH:24][C:19]=1[O:18][C@H:15]1[CH2:16][CH2:17][N:12]([CH3:10])[CH2:13][C@H:14]1[C:26]1[CH:27]=[CH:28][CH:29]=[CH:30][CH:31]=1 |f:0.1.2.3.4.5,7.8.9,14.15|. Conditions: temperature 0 celsius, time 8 hour. Yields the product C(\C=C\C(=O)O)(=O)O.FC1=C(O[C@@H]2[C@@H](CN(CC2)C)C2=CC=CC=C2)C=CC=C1 (Cis-4-(2-fluorophenoxy)-1-methyl-3-phenylpiperidine fumarate). The reactants are C(C)(=O)O[BH-](OC(C)=O)OC(C)=O.[Na+] (sodium triacetoxyborohydride), C(=O)(O)[O-].[Na+] (NaHCO3), C(C)OC(CC1=C(C=CC(=C1)Cl)N)=O ((2-Amino-5-chloro-phenyl)-acetic acid ethyl ester), C(C)(C)(C)OC(=O)N1CCC(CC1)=O (4-oxo-piperidine-1-carboxylic acid tert-butyl ester). Solvent: C(Cl)Cl (CH2Cl2), C(C)(=O)O (acetic acid). Yields the product C(C)(C)(C)OC(=O)N1CCC(CC1)N1C(CC2=CC(=CC=C12)Cl)=O (4-(5-Chloro-2-oxo-2,3-dihydro-indol-1-yl)-piperidine-1-carboxylic acid tert-butyl ester). Isolated yield 138.8%. Reaction SMILES: C(O[C:4](=[O:14])[CH2:5][C:6]1[CH:11]=[C:10]([Cl:12])[CH:9]=[CH:8][C:7]=1[NH2:13])C.[C:15]([O:19][C:20]([N:22]1[CH2:27][CH2:26][C:25](=O)[CH2:24][CH2:23]1)=[O:21])([CH3:18])([CH3:17])[CH3:16].C(O[BH-](OC(=O)C)OC(=O)C)(=O)C.[Na+].C([O-])(O)=O.[Na+]>C(Cl)Cl.C(O)(=O)C>[C:15]([O:19][C:20]([N:22]1[CH2:27][CH2:26][CH:25]([N:13]2[C:7]3[C:6](=[CH:11][C:10]([Cl:12])=[CH:9][CH:8]=3)[CH2:5][C:4]2=[O:14])[CH2:24][CH2:23]1)=[O:21])([CH3:18])([CH3:16])[CH3:17] |f:2.3,4.5|. Procedure details: (2-Amino-5-chloro-phenyl)-acetic acid ethyl ester (3.3 g, 15.4 mmol), 4-oxo-piperidine-1-carboxylic acid tert-butyl ester (4.6 g, 23 mmol) were set stirring in CH2Cl2 (50 mL) and sodium triacetoxyborohydride (4.9 g, 23.1 mmol) was added followed by acetic acid (3 mL). After 5 days saturated NaHCO3 was added and the organics separated. The organics were dried (MgSO4) and evaporated to give 7.5 g of a clear golden oil. The oil was purified (silica, 50% EtOAc/hexanes) to give 3.4 g (63%) of a white... The reactants are C(C)(C)(C)C=1C=CC(=C(C1)NC(C(F)(F)F)=O)[N+](=O)[O-] (N-(5-tert-butyl-2-nitro-phenyl)-2,2,2-trifluoro-acetamide), C([O-])([O-])=O.[K+].[K+] (potassium carbonate). Run in CO (MeOH). Yields the product C(C)(C)(C)C=1C=CC(=C(C1)N)[N+](=O)[O-] (5-tert-Butyl-2-nitro-phenylamine). Reaction SMILES: [C:1]([C:5]1[CH:6]=[CH:7][C:8]([N+:18]([O-:20])=[O:19])=[C:9]([NH:11]C(=O)C(F)(F)F)[CH:10]=1)([CH3:4])([CH3:3])[CH3:2].C(=O)([O-])[O-].[K+].[K+]>CO>[C:1]([C:5]1[CH:6]=[CH:7][C:8]([N+:18]([O-:20])=[O:19])=[C:9]([NH2:11])[CH:10]=1)([CH3:4])([CH3:2])[CH3:3] |f:1.2.3|. Procedure: The title compound was prepared as outlined in Example PP-1 from N-(5-tert-butyl-2-nitro-phenyl)-2,2,2-trifluoro-acetamide (prepared in Example OO-2; 248 g, 855 mmol), MeOH (500 mL), and 7% aqueous potassium carbonate solution. The crude product was used without any purification. MS(APCI): 195 (M+H).